Dataset: the Open Reaction Database (ORD), a public repository of structured organic reaction records. Task: describe an organic reaction: reactants, conditions, products, and yield Starting materials: ClC1=NC(=NC(=N1)OC)OC (2-chloro-4,6-dimethoxy-1,3,5-triazine), C(C)(=O)OC(C)(C)C (t-butyl acetate), C(=O)C1=CC=C(C(=O)OC)C=C1 (methyl 4-formylbenzoate), [NH4+].[Cl-] (NH4Cl), [Li]CCCC (n-BuLi), [Li+].CC(C)[N-]C(C)C (LDA), N(C(C)C)C(C)C (i-Pr2NH). Solvent: C1CCOC1 (THF), C1CCOC1 (THF), CCOC(=O)C (AcOEt), C1CCOC1 (THF). Run at time 30 minute. Product: C(C)(C)(C)OC(=O)C=CC1=CC=C(C(=O)OC)C=C1 (Methyl 4-(2-t-butoxvcarbonyl-vinyl)-benzoate). Yield: 49.3%. As a reaction SMILES: N(C(C)C)C(C)C.[Li]CCCC.[Li+].CC([N-]C(C)C)C.[C:21]([O:24][C:25]([CH3:28])([CH3:27])[CH3:26])(=[O:23])[CH3:22].[CH:29]([C:31]1[CH:40]=[CH:39][C:34]([C:35]([O:37][CH3:38])=[O:36])=[CH:33][CH:32]=1)=O.ClC1N=C(OC)N=C(OC)N=1.[NH4+].[Cl-]>C1COCC1.CCOC(C)=O>[C:25]([O:24][C:21]([CH:22]=[CH:29][C:31]1[CH:40]=[CH:39][C:34]([C:35]([O:37][CH3:38])=[O:36])=[CH:33][CH:32]=1)=[O:23])([CH3:28])([CH3:27])[CH3:26] |f:2.3,7.8|. Procedure: To a solution of anhydrous i-Pr2NH (1.76 ml, 12.49 mmol) in anhydrous THF (30 ml) stirred at 0° C. under nitrogen, was slowly added a solution of n-BuLi (5.36 ml, 13.40 mmol, 2.5 M in hexane). After 30 min, LDA was cooled to −78° C. and t-butyl acetate (1.64 ml, 12.18 mmol) was added dropewise. After 30 min, a solution of methyl 4-formylbenzoate (1.00 g, 6.09 mmol) in anhydrous THF (10 ml) was slowly added. After 2 h, a solution of 2-chloro-4,6-dimethoxy-1,3,5-triazine (1.604 g, 9.14 mmol) in an... The reactants are [H-].[Na+] (sodium hydride), O(C1=CC=CC=C1)C1=CC=C(C=C1)O (4-phenoxyphenol), CS(=O)(=O)OCCF (2-Fluoroethyl methanesulfonate), resultant suspension. Solvent: CN(C=O)C (N,N-dimethylformamide). Run at time 12 hour. The product is FCCOC1=CC=C(C=C1)OC1=CC=CC=C1 (1-(2-fluoroethoxy)-4-phenoxybenzene). Isolated yield 86.2%. RXN SMILES: [H-].[Na+].[O:3]([C:10]1[CH:15]=[CH:14][C:13]([OH:16])=[CH:12][CH:11]=1)[C:4]1[CH:9]=[CH:8][CH:7]=[CH:6][CH:5]=1.CS(O[CH2:22][CH2:23][F:24])(=O)=O>CN(C)C=O>[F:24][CH2:23][CH2:22][O:16][C:13]1[CH:12]=[CH:11][C:10]([O:3][C:4]2[CH:9]=[CH:8][CH:7]=[CH:6][CH:5]=2)=[CH:15][CH:14]=1 |f:0.1|. Procedure details: To a suspension of sodium hydride (60% oil dispersion; 4.0 g) in N,N-dimethylformamide (100 ml), 4-phenoxyphenol (18.6 g) was added at a temperature of 0 to 5° C., and the resultant suspension was stirred at room temperature for 1 hour. 2-Fluoroethyl methanesulfonate (14.2 g) was added thereto. The resulting mixture was stirred at room temperature for 12 hours. The reaction mixture was subjected to post-treatment as in Example 1 to give 1-(2-fluoroethoxy)-4-phenoxybenzene (Compound No. 22) (20.0...